Dataset: the Open Reaction Database (ORD), a public repository of structured organic reaction records. Task: describe an organic reaction: reactants, conditions, products, and yield The reactants are CN(N=O)C(N)=O, CCOCC, C=Cc1cc(C#N)cc(Oc2c(Cl)ccc(CNC(=O)c3c(Cl)ncn3COCC[Si](C)(C)C)c2F)c1, ClCCl, [K+], CC(=O)[O-], CC(=O)[O-], [OH-], [Pd+2]. Yields the product C[Si](C)(C)CCOCn1cnc(Cl)c1C(=O)NCc1ccc(Cl)c(Oc2cc(C#N)cc(C3CC3)c2)c1F. As a reaction SMILES: [CH3:3][N:4]([N:5]=[O:6])[C:7]([NH2:8])=[O:9].[CH3:50][CH2:51][O:52][CH2:53][CH3:54].[Cl:10][c:11]1[n:12][cH:13][n:14]([CH2:39][O:40][CH2:41][CH2:42][Si:43]([CH3:44])([CH3:45])[CH3:46])[c:15]1[C:16](=[O:17])[NH:18][CH2:19][c:20]1[c:21]([F:38])[c:22]([O:27][c:28]2[cH:29][c:30]([C:36]#[N:37])[cH:31][c:32]([CH:34]=[CH2:35])[cH:33]2)[c:23]([Cl:26])[cH:24][cH:25]1.[Cl:47][CH2:48][Cl:49].[K+:2].[O-:56][C:57]([CH3:58])=[O:59].[O-:60][C:61]([CH3:62])=[O:63].[OH-:1].[Pd+2:55]>>[CH2:3]1[CH:34]([c:32]2[cH:31][c:30]([C:36]#[N:37])[cH:29][c:28]([O:27][c:22]3[c:21]([F:38])[c:20]([CH2:19][NH:18][C:16]([c:15]4[c:11]([Cl:10])[n:12][cH:13][n:14]4[CH2:39][O:40][CH2:41][CH2:42][Si:43]([CH3:44])([CH3:45])[CH3:46])=[O:17])[cH:25][cH:24][c:23]3[Cl:26])[cH:33]2)[CH2:35]1. Reactants: CC1=CC=C(C=C1)C1(C2=C(C=CC3=C1C=CC=C3)C=CC=C2)OC[C@H](N)C(=O)O (O-[5-(4-Methylphenyl)-5H-dibenzo[a,d]cyclohepten-5-yl]-L-serine), CC1=CC=C(C=C1)C1(C2=C(C=CC3=C1C=CC=C3)C=CC=C2)O (5-(4-methylphenyl)-5H-dibenzo[a,d]cyclohepten-5-ol), COC([C@@H](NC(=O)OCC1C2=CC=CC=C2C=2C=CC=CC12)CO)=O (Nα -(9-fluorenylmethoxycarbonyl)-L-serine methyl ester). Yields the product CC=1C=C(C=CC1)C1(C2=C(C=CC3=C1C=CC=C3)C=CC=C2)OC[C@H](N)C(=O)O (O-[5-(3-Methylphenyl)-5H-dibenzo[a,d]cyclohepten-5-yl]-L-serine). As a reaction SMILES: C[C:2]1[CH:7]=[CH:6][C:5]([C:8]2([O:23][CH2:24][C@@H:25]([C:27]([OH:29])=[O:28])[NH2:26])[C:14]3[CH:15]=[CH:16][CH:17]=[CH:18][C:13]=3[CH:12]=[CH:11][C:10]3[CH:19]=[CH:20][CH:21]=[CH:22][C:9]2=3)=[CH:4][CH:3]=1.[CH3:30]C1C=CC(C2(O)C3C=CC=CC=3C=CC3C=CC=CC2=3)=CC=1.COC(=O)[C@H](CO)NC(OCC1C2C=CC=CC=2C2C1=CC=CC=2)=O>>[CH3:30][C:7]1[CH:6]=[C:5]([C:8]2([O:23][CH2:24][C@@H:25]([C:27]([OH:29])=[O:28])[NH2:26])[C:14]3[CH:15]=[CH:16][CH:17]=[CH:18][C:13]=3[CH:12]=[CH:11][C:10]3[CH:19]=[CH:20][CH:21]=[CH:22][C:9]2=3)[CH:4]=[CH:3][CH:2]=1. Procedure details: O-[5-(4-Methylphenyl)-5H-dibenzo[a,d]cyclohepten-5-yl]-L-serine: from 5-(4-methylphenyl)-5H-dibenzo[a,d]cyclohepten-5-ol (Example it) and Nα -(9-fluorenylmethoxycarbonyl)-L-serine methyl ester; Reactants: O (water), C(CO)O (ethylene glycol), C1(=CC=C(C=C1)S(=O)(=O)O)C (p-toluenesulfonic acid), C(=O)C=1C=C(OCCCN2C(C=3C(C2=O)=CC=CC3)=O)C=CC1 (N-[3-(3-formylphenoxy)propyl]phthalimide). Run in C1=CC=CC=C1 (benzene). Product: O1C(OCC1)C=1C=C(OCCCN2C(C=3C(C2=O)=CC=CC3)=O)C=CC1 (N-{3-[3-(1,3-dioxolan-2-yl)phenoxy]propyl}phthalimide). Isolated yield 92.5%. RXN SMILES: [CH:1]([C:3]1[CH:4]=[C:5]([CH:21]=[CH:22][CH:23]=1)[O:6][CH2:7][CH2:8][CH2:9][N:10]1[C:14](=[O:15])[C:13]2=[CH:16][CH:17]=[CH:18][CH:19]=[C:12]2[C:11]1=[O:20])=[O:2].[CH2:24](O)[CH2:25][OH:26].C1(C)C=CC(S(O)(=O)=O)=CC=1.O>C1C=CC=CC=1>[O:2]1[CH2:24][CH2:25][O:26][CH:1]1[C:3]1[CH:4]=[C:5]([CH:21]=[CH:22][CH:23]=1)[O:6][CH2:7][CH2:8][CH2:9][N:10]1[C:11](=[O:20])[C:12]2=[CH:19][CH:18]=[CH:17][CH:16]=[C:13]2[C:14]1=[O:15]. Reported procedure: N-[3-(3-formylphenoxy)propyl]phthalimide (29 g) was dissolved in 400 ml of benzene, and 11.67 g of ethylene glycol and 1.8 g of p-toluenesulfonic acid were added, and the mixture was heated under reflux for 7 hours while water was removed by using a Dean-Stark trap. After the reaction, the reaction mixture was cooled and the benzene layer was washed successively with a 1N aqueous NaOH solution, water, and a saturated aqueous solution of sodium chloride and dried over anhydrous magnesium sulfate.... Starting materials: COC([C@@H]([C@H](C1=CC(=C(C=C1)F)F)NC(=O)OCC1=CC=CC=C1)O)=O ((2R, 3S)-N-Benzyloxycarbonyl-3-amino-3-(3,4-difluorophenyl)-2-hydroxypropionic acid methyl ester). Run in C(C)O (ethanol). Conditions: time 16 hour. The product is COC([C@@H]([C@H](C1=CC(=C(C=C1)F)F)N)O)=O ((2R, 3S)-3-amino-3-(3,4-difluorophenyl)-2-hydroxypropionic acid methyl ester). As a reaction SMILES: [CH3:1][O:2][C:3](=[O:26])[C@H:4]([OH:25])[C@@H:5]([NH:14]C(OCC1C=CC=CC=1)=O)[C:6]1[CH:11]=[CH:10][C:9]([F:12])=[C:8]([F:13])[CH:7]=1>C(O)C>[CH3:1][O:2][C:3](=[O:26])[C@H:4]([OH:25])[C@@H:5]([NH2:14])[C:6]1[CH:11]=[CH:10][C:9]([F:12])=[C:8]([F:13])[CH:7]=1. Procedure: (2R, 3S)-N-Benzyloxycarbonyl-3-amino-3-(3,4-difluorophenyl)-2-hydroxypropionic acid methyl ester (>12.2 g, 33.3 mmol maximum) was dissolved in 750 mL ethanol. The flask was purged with argon and palladium on carbon (2 g, 10% wt) was added. The suspension was then purged, filled with hydrogen, and stirred 16 h. The suspension was purged with argon, filtered through celite and concentrated in vacuo to give (2R, 3S)-3-amino-3-(3,4-difluorophenyl)-2-hydroxypropionic acid methyl ester. Starting materials: C1(=CC=CC=C1)C1=CC=C2C3(C(=NC=N2)OCC3)C1=O (5-phenylfuro[2,3-d]benzopyrimidin-4 (3H)-one), P(=O)(Cl)(Cl)Cl (Phosphorus oxychloride), C1=CC=CC=C1 (benzene). Conditions: time 1 hour. Yields the product ClC=1C2=C(N=CN1)OC=C2C2=CC=CC=C2 (4-chloro-5-phenylfuro[2,3-d]pyrimidine). Reaction SMILES: C1(C2C(=O)[C:11]34[CH2:18][CH2:17][O:16][C:12]3=[N:13][CH:14]=[N:15][C:10]4=CC=2)C=CC=CC=1.P(Cl)(Cl)([Cl:23])=O.[CH:26]1[CH:31]=[CH:30][CH:29]=[CH:28][CH:27]=1>>[Cl:23][C:10]1[C:11]2[C:18]([C:26]3[CH:31]=[CH:30][CH:29]=[CH:28][CH:27]=3)=[CH:17][O:16][C:12]=2[N:13]=[CH:14][N:15]=1. Procedure details: Into a 100 mL round bottom flask was placed 5-phenylfuro[2,3-d]benzopyrimidin-4 (3H)-one (1.12 g, 5.3 mmol) and benzene (75 mL). The flask was equipped with a stir bar, reflux condenser, and Dean-Stark trap, and the reaction was allowed to reflux with stirring for 1 hour azeotropically removing the water formed. The reaction was cooled to room temperature. Phosphorus oxychloride was added (2.43 g, 15.9 mmol) dropwise, the flask equipped with a reflux condenser and the reaction was heated at refl... Reactants: CCOC(C)=O, CCCCCC, COc1cc(N2CCN(C(=O)CCl)CC2)ccc1Cl, Cc1n[nH]c(C)c1Cl, [K+], [K+], O=C([O-])[O-], CN(C)C=O. The product is COc1cc(N2CCN(C(=O)Cn3nc(C)c(Cl)c3C)CC2)ccc1Cl. As a reaction SMILES: [C:39]([O:40][CH2:41][CH3:42])(=[O:43])[CH3:44].[CH3:45][CH2:46][CH2:47][CH2:48][CH2:49][CH3:50].[Cl:15][CH2:16][C:17](=[O:18])[N:19]1[CH2:20][CH2:21][N:22]([c:25]2[cH:26][c:27]([O:32][CH3:33])[c:28]([Cl:31])[cH:29][cH:30]2)[CH2:23][CH2:24]1.[Cl:1][c:2]1[c:3]([CH3:8])[n:4][nH:5][c:6]1[CH3:7].[K+:10].[K+:9].[O-:11][C:12]([O-:13])=[O:14].[O:34]=[CH:35][N:36]([CH3:37])[CH3:38]>>[Cl:1][c:2]1[c:3]([CH3:8])[n:4]([CH2:16][C:17](=[O:18])[N:19]2[CH2:20][CH2:21][N:22]([c:25]3[cH:26][c:27]([O:32][CH3:33])[c:28]([Cl:31])[cH:29][cH:30]3)[CH2:23][CH2:24]2)[n:5][c:6]1[CH3:7]. Reactants: OC(C#C)C=1SC=CC1 (3-hydroxy-3-(2-thiophenyl)-1-propyne), BrC1=C2/C(/C(NC2=CC=C1)=O)=C/C=1NC=CC1OC ((Z)-4-bromo-1,3-dihydro-3-[(3-methoxy-1H-pyrrol-2-yl)methylene]-2H-indol-2-one), BrC1=C2/C(/C(NC2=CC=C1)=O)=C/C=1NC=CC1OC ((Z)-4-bromo-1,3-dihydro-3-[(3-methoxy-1H-pyrrol-2-yl)methylene]-2H-indol-2-one), C(#C)[Mg]Cl (ethynylmagnesium chloride), S1C(=CC=C1)C=O (2-thiophenecarboxaldehyde). Reagents/catalysts: [Cu]I (CuI), Cl[Pd]([P](C1=CC=CC=C1)(C2=CC=CC=C2)C3=CC=CC=C3)([P](C4=CC=CC=C4)(C5=CC=CC=C5)C6=CC=CC=C6)Cl ((Ph3P)2PdCl2). Run in CN(C)C=O (DMF), CCN(CC)CC (Et3N). The product is OC(C#CC1=C2/C(/C(NC2=CC=C1)=O)=C/C=1NC=CC1OC)C=1SC=CC1 (rac-(Z)-1,3-dihydro-4-[3-hydroxy-3-(2-thiophenyl)-1-propynyl]-3-[(3-methoxy-1H-pyrrol-2-yl)methylene]-2H-indol-2-one). As a reaction SMILES: [OH:1][CH:2]([C:5]1[S:6][CH:7]=[CH:8][CH:9]=1)[C:3]#[CH:4].C([Mg]Cl)#C.S1C=CC=C1C=O.Br[C:22]1[CH:30]=[CH:29][CH:28]=[C:27]2[C:23]=1/[C:24](=[CH:32]/[C:33]1[NH:34][CH:35]=[CH:36][C:37]=1[O:38][CH3:39])/[C:25](=[O:31])[NH:26]2>Cl[Pd](Cl)([P](C1C=CC=CC=1)(C1C=CC=CC=1)C1C=CC=CC=1)[P](C1C=CC=CC=1)(C1C=CC=CC=1)C1C=CC=CC=1.[Cu]I.CN(C=O)C.CCN(CC)CC>[OH:1][CH:2]([C:5]1[S:6][CH:7]=[CH:8][CH:9]=1)[C:3]#[C:4][C:22]1[CH:30]=[CH:29][CH:28]=[C:27]2[C:23]=1/[C:24](=[CH:32]/[C:33]1[NH:34][CH:35]=[CH:36][C:37]=1[O:38][CH3:39])/[C:25](=[O:31])[NH:26]2 |^1:42,61|. Reported procedure: Using Method D above, 3-hydroxy-3-(2-thiophenyl)-1-propyne (102 mg, 0.74 mmol) (prepared by the addition of ethynylmagnesium chloride (Aldrich) to 2-thiophenecarboxaldehyde (Aldrich) according to Method A above) was coupled to (Z)-4-bromo-1,3-dihydro-3-[(3-methoxy-1H-pyrrol-2-yl)methylene]-2H-indol-2-one (126 mg, 0.39 mmol) (Starting Material 1) using (Ph3P)2PdCl2 (35 mg) (Aldrich) and CuI (17 mg) (Aldrich) as catalyst in DMF (3 mL) and Et3N (3 mL) as solvent at 70° C. for 18 h, yielding rac-(Z)...